Dataset: the Open Reaction Database (ORD), a public repository of structured organic reaction records. Task: describe an organic reaction: reactants, conditions, products, and yield Starting materials: O (water), C([O-])([O-])=O.[Na+].[Na+] (sodium carbonate), COC=1C=C(C=CC1OC)C1CNCCC1 (3-(3',4'-dimethoxyphenyl)-piperidine), C(CC)(=O)Cl (propionyl chloride). The solvent is O1CCCC1 (tetrahydrofuran). Reaction conditions: time 2 hour. The product is C(CC)(=O)N1CC(CCC1)C1=CC(=C(C=C1)OC)OC (N-propionyl-3-(3',4'-dimethoxyphenyl)-piperidine). RXN SMILES: C(=O)([O-])[O-].[Na+].[Na+].[CH3:7][O:8][C:9]1[CH:10]=[C:11]([CH:17]2[CH2:22][CH2:21][CH2:20][NH:19][CH2:18]2)[CH:12]=[CH:13][C:14]=1[O:15][CH3:16].[C:23](Cl)(=[O:26])[CH2:24][CH3:25].O>O1CCCC1>[C:23]([N:19]1[CH2:20][CH2:21][CH2:22][CH:17]([C:11]2[CH:12]=[CH:13][C:14]([O:15][CH3:16])=[C:9]([O:8][CH3:7])[CH:10]=2)[CH2:18]1)(=[O:26])[CH2:24][CH3:25] |f:0.1.2|. Procedure details: 260 mg of sodium carbonate were added under a nitrogen atmosphere to a mixture of 500 mg of 3-(3',4'-dimethoxyphenyl)-piperidine in 5 ml of tetrahydrofuran and while cooling the mixture on an ice bath, 0.21 ml of propionyl chloride was added dropwise over 5 minutes. After the temperature rose to room temperature, the mixture was stirred for 11/2 hours and was then poured into 10 volumes of ice and water. The mixture was extracted with methylene chloride and the extracts were washed with water, d... The reactants are C(C)(C)(C)OC(=O)N1[C@@H](C[C@@H](C1)F)COCCC(=O)OC (Methyl 3-((2S,4S)-1-(tert-butoxycarbonyl)-4-fluoro-2-pyrrolidinylmethoxy)propionate), [OH-].[Na+] (NaOH). The solvent is C1CCOC1 (THF). Conditions: time 19 hour. The product is C(C)(C)(C)OC(=O)N1[C@@H](C[C@@H](C1)F)COCCC(=O)O (3-((2S,4S)-1-(tert-butoxycarbonyl)-4-fluoro-2-pyrrolidinylmethoxy)propionic acid). Reaction SMILES: [C:1]([O:5][C:6]([N:8]1[CH2:12][C@@H:11]([F:13])[CH2:10][C@H:9]1[CH2:14][O:15][CH2:16][CH2:17][C:18]([O:20]C)=[O:19])=[O:7])([CH3:4])([CH3:3])[CH3:2].[OH-].[Na+]>C1COCC1>[C:1]([O:5][C:6]([N:8]1[CH2:12][C@@H:11]([F:13])[CH2:10][C@H:9]1[CH2:14][O:15][CH2:16][CH2:17][C:18]([OH:20])=[O:19])=[O:7])([CH3:4])([CH3:2])[CH3:3] |f:1.2|. Procedure details: Methyl 3-((2S,4S)-1-(tert-butoxycarbonyl)-4-fluoro-2-pyrrolidinylmethoxy)propionate (2.84 g, 9.30 mmol) was dissolved in THF (40 ml). To the resulting solution was added 0.25N NaOH (40 ml) and the mixture was stirred at room temperature for 19 hours. The solvent was distilled off under reduced pressure. After the residue was acidified with 1N HCl, extraction was conducted with ethyl acetate. The extract was washed with ice water and brine, dried over anhydrous sodium sulfate and distilled under ... The reactants are C(C)(=O)NC1CN(CC1)C1=C(C=C2C(C(=CN(C2=N1)CC)C(=O)O)=O)F (7-(3-acetylamino-1-pyrrolidinyl)-1-ethyl-6-fluoro-1,4-dihydro-4-oxo-1,8-naphthyridine-3-carboxylic acid), Cl (hydrochloric acid). Run in [OH-].[Na+] (sodium hydroxide). Yields the product NC1CN(CC1)C1=C(C=C2C(C(=CN(C2=N1)CC)C(=O)O)=O)F (7-(3-amino-1-pyrrolidinyl)-1-ethyl-6-fluoro-1,4-dihydro-4-oxo-1,8-naphthyridine-3-carboxylic acid). Yield: 90.0%. RXN SMILES: C([NH:4][CH:5]1[CH2:9][CH2:8][N:7]([C:10]2[N:19]=[C:18]3[C:13]([C:14](=[O:25])[C:15]([C:22]([OH:24])=[O:23])=[CH:16][N:17]3[CH2:20][CH3:21])=[CH:12][C:11]=2[F:26])[CH2:6]1)(=O)C.Cl>[OH-].[Na+]>[NH2:4][CH:5]1[CH2:9][CH2:8][N:7]([C:10]2[N:19]=[C:18]3[C:13]([C:14](=[O:25])[C:15]([C:22]([OH:24])=[O:23])=[CH:16][N:17]3[CH2:20][CH3:21])=[CH:12][C:11]=2[F:26])[CH2:6]1 |f:2.3|. Reported procedure: A solution of 7-(3-acetylamino-1-pyrrolidinyl)-1-ethyl-6-fluoro-1,4-dihydro-4-oxo-1,8-naphthyridine-3-carboxylic acid (0.88 g) in 10% sodium hydroxide (15 ml) was heated to reflux for 5 hours with stirring. The solution was neutralized with 20% hydrochloric acid to give a precipitate, which was collected, washed successively with water and ethanol, dissolved in 10% acetic acid, and adjusted to pH 7.5-8.0 with 10% aqueous ammonia. There were obtained 0.70 g of 7-(3-amino-1-pyrrolidinyl)-1-ethyl-6... Reactants: OC1=C(C=CC(=C1)O)[C@H]1CC[C@H](CC1)CC(=O)OC (cis-methyl [4-(2,4-dihydroxyphenyl)cyclohexyl]acetate), Cl (hydrochloric acid), [OH-].[Na+] (sodium hydroxide). Solvent: C(C)(=O)OCC (ethyl acetate), O (water), C(C)(=O)OCC (ethyl acetate), O (water). Run at temperature 40 celsius. Yields the product OC1=C(C=CC(=C1)O)[C@H]1CC[C@H](CC1)CC(=O)O (cis-[4-(2,4-Dihydroxyphenyl)cyclohexyl]acetic acid). Yield: 52.6%. As a reaction SMILES: [OH:1][C:2]1[CH:7]=[C:6]([OH:8])[CH:5]=[CH:4][C:3]=1[C@@H:9]1[CH2:14][CH2:13][C@H:12]([CH2:15][C:16]([O:18]C)=[O:17])[CH2:11][CH2:10]1.[OH-].[Na+].Cl>C(OCC)(=O)C.O>[OH:1][C:2]1[CH:7]=[C:6]([OH:8])[CH:5]=[CH:4][C:3]=1[C@@H:9]1[CH2:10][CH2:11][C@H:12]([CH2:15][C:16]([OH:18])=[O:17])[CH2:13][CH2:14]1 |f:1.2|. Procedure: To a round 25 ml bottomed flask containing cis-methyl [4-(2,4-dihydroxyphenyl)cyclohexyl]acetate (10 mg, 0.038 mmol) and water (4 ml) was added sodium hydroxide (5 mg, 0.13 mmol) and the solution heated to 40° C. for 1 hr. The solution was poured into a separating funnel containing ethyl acetate (15 ml) and water (10 ml). To the aqueous layer was then added aqueous hydrochloric acid (10 ml, 1.0M) and ethyl acetate (20 ml). The layers were separated and the aqueous layer extracted with ethyl acet... The reactants are Cl (HCl), Cl.ClC1=C(C=CC(=C1)Cl)CCOC=1C=C(C(=O)NC2CCNCC2)C=CC1OC (3-[2-(2,4-Dichloro-phenyl)-ethoxy]-4-methoxy-N-piperidin-4-yl-benzamide hydrochloride), [OH-].[Na+] (NaOH), BrCC(=O)O (bromo acetic acid). Run in CCO.O (EtOH H2O). The product is ClC1=C(C=CC(=C1)Cl)CCOC=1C=C(C(=O)NC2CCN(CC2)CC(=O)O)C=CC1OC ((4-{3-[2-(2,4-Dichloro-phenyl)-ethoxy]-4-methoxy-benzoylamino}-piperidin-1-yl)-acetic acid). As a reaction SMILES: Cl.[Cl:2][C:3]1[CH:8]=[C:7]([Cl:9])[CH:6]=[CH:5][C:4]=1[CH2:10][CH2:11][O:12][C:13]1[CH:14]=[C:15]([CH:25]=[CH:26][C:27]=1[O:28][CH3:29])[C:16]([NH:18][CH:19]1[CH2:24][CH2:23][NH:22][CH2:21][CH2:20]1)=[O:17].[OH-].[Na+].Br[CH2:33][C:34]([OH:36])=[O:35].Cl>CCO.O>[Cl:2][C:3]1[CH:8]=[C:7]([Cl:9])[CH:6]=[CH:5][C:4]=1[CH2:10][CH2:11][O:12][C:13]1[CH:14]=[C:15]([CH:25]=[CH:26][C:27]=1[O:28][CH3:29])[C:16]([NH:18][CH:19]1[CH2:24][CH2:23][N:22]([CH2:33][C:34]([OH:36])=[O:35])[CH2:21][CH2:20]1)=[O:17] |f:0.1,2.3,6.7|. Procedure: To 360 mg 3-[2-(2,4-Dichloro-phenyl)-ethoxy]-4-methoxy-N-piperidin-4-yl-benzamide hydrochloride and 162 mg NaOH in 20 ml EtOH/H2O 1:1 142 mg bromo acetic acid was added at RT. After stirring over night the reaction mixture was acidified with half concentrated HCl. After evaporation of the solvent the residue was coevaporated with toluene. The waxy brown solid was subjected to the subsequent reaction without further purification. Starting materials: Br.ClC=1C2=C(C=3N(N1)C(=NN3)N)CCC2 (6-Chloro-8,9-dihydro-7H-cyclopenta[d][1,2,4]triazolo[4,3-b]pyridazin-3-ylamine hydrobromide), [O-]CC.[Na+] (sodium ethoxide). Solvent: C(C)O (ethanol). Product: C(C)OC=1C2=C(C=3N(N1)C(=NN3)N)CCC2 (6-Ethoxy-8,9-dihydro-7H-cyclopenta[d][1,2,4]triazolo[4,3-b]pyridazin-3-ylamine). As a reaction SMILES: Br.Cl[C:3]1[C:4]2[CH2:15][CH2:14][CH2:13][C:5]=2[C:6]2[N:7]([C:9]([NH2:12])=[N:10][N:11]=2)[N:8]=1.[O-:16][CH2:17][CH3:18].[Na+]>C(O)C>[CH2:17]([O:16][C:3]1[C:4]2[CH2:15][CH2:14][CH2:13][C:5]=2[C:6]2[N:7]([C:9]([NH2:12])=[N:10][N:11]=2)[N:8]=1)[CH3:18] |f:0.1,2.3|. Procedure details: 6-Chloro-8,9-dihydro-7H-cyclopenta[d][1,2,4]triazolo[4,3-b]pyridazin-3-ylamine hydrobromide (W2.017, 1.0 g) was dissolved in ethanol (50 ml) while stirring and under argon. Thereafter, the reaction mixture was admixed with sodium ethoxide (1.41 g) and stirred at 60° C. for 1 h. After the solvent had been drawn off, the residue was purified using a 40 g silica gel cartridge (0-20% dichloromethane-ethanol gradient in 60 min). The clean product fractions were combined and dried. 662 mg of the title... Starting materials: CC1(NCCC2=CC=CC=C12)C1=CC=CC=C1 ((+)-1-methyl-1-phenyl-1,2,3,4-tetrahydroisoquinoline), [H-].[Na+] (sodium hydride), ice water, CI (methyl iodide). The solvent is CN(C=O)C (N,N-dimethylformamide). The product is CC1(N(CCC2=CC=CC=C12)C)C1=CC=CC=C1 ((+)-1,2-dimethyl-1-phenyl-1,2,3,4-tetrahydroisoquinoline). As a reaction SMILES: [CH3:1][C:2]1([C:12]2[CH:17]=[CH:16][CH:15]=[CH:14][CH:13]=2)[C:11]2[C:6](=[CH:7][CH:8]=[CH:9][CH:10]=2)[CH2:5][CH2:4][NH:3]1.[H-].[Na+].[CH3:20]I>CN(C)C=O>[CH3:1][C:2]1([C:12]2[CH:17]=[CH:16][CH:15]=[CH:14][CH:13]=2)[C:11]2[C:6](=[CH:7][CH:8]=[CH:9][CH:10]=2)[CH2:5][CH2:4][N:3]1[CH3:20] |f:1.2|. Procedure details: To a solution of (+)-1-methyl-1-phenyl-1,2,3,4-tetrahydroisoquinoline (1.0 g) in N,N-dimethylformamide (10 ml) was added sodium hydride (0.19 g) in ice-bath with stirring. After stirring for 30 minutes at room temperature, to the mixture was added methyl iodide (0.31 ml). And after stirring for an hour at room temperature, the mixture was poured into ice-water and extracted with ethyl acetate. The organic layer was washed with water, sodium chloride aqueous solution, dried over magnesium sulfate... Reactants: O=C(Cn1ccc(OCc2ccccc2)cc1=O)c1ccc(CO)cc1, C1CCOC1, ClCCl, BrP(Br)Br. Product: O=C(Cn1ccc(OCc2ccccc2)cc1=O)c1ccc(CBr)cc1. RXN SMILES: [CH2:1]([c:2]1[cH:3][cH:4][cH:5][cH:6][cH:7]1)[O:8][c:9]1[cH:10][c:11](=[O:26])[n:12]([CH2:15][C:16](=[O:17])[c:18]2[cH:19][cH:20][c:21]([CH2:24][OH:25])[cH:22][cH:23]2)[cH:13][cH:14]1.[CH2:34]1[O:35][CH2:36][CH2:37][CH2:38]1.[Cl:31][CH2:32][Cl:33].[P:27]([Br:28])([Br:29])[Br:30]>>[CH2:1]([c:2]1[cH:3][cH:4][cH:5][cH:6][cH:7]1)[O:8][c:9]1[cH:10][c:11](=[O:26])[n:12]([CH2:15][C:16](=[O:17])[c:18]2[cH:19][cH:20][c:21]([CH2:24][Br:28])[cH:22][cH:23]2)[cH:13][cH:14]1. The reactants are CC(C)([O-])C.[K+] (potassium t-butoxide), O (water), ClC1=C(C(=O)OC)C=CC(=C1C=O)Cl (methyl 2,4-dichloro-3-formylbenzoate), [Cl-].O=C(C[P+](C1=CC=CC=C1)(C1=CC=CC=C1)C1=CC=CC=C1)C ((2-oxopropyl)triphenylphosphonium chloride). Run in O1CCCC1 (tetrahydrofuran), O1CCCC1 (tetrahydrofuran). Conditions: time 4.5 hour. The product is ClC1=C(C(=O)OC)C=CC(=C1C=CC(C)=O)Cl (methyl 2,4-dichloro-3-(2-oxobut-3-en-4-yl)benzoate). Yield: 87.9%. As a reaction SMILES: [CH3:1][C:2](C)([O-:4])[CH3:3].[K+].[Cl:7][C:8]1[C:17]([CH:18]=O)=[C:16]([Cl:20])[CH:15]=[CH:14][C:9]=1[C:10]([O:12][CH3:13])=[O:11].[Cl-].O=C(C)C[P+](C1C=CC=CC=1)(C1C=CC=CC=1)C1C=CC=CC=1.O>O1CCCC1>[Cl:7][C:8]1[C:17]([CH:18]=[CH:1][C:2](=[O:4])[CH3:3])=[C:16]([Cl:20])[CH:15]=[CH:14][C:9]=1[C:10]([O:12][CH3:13])=[O:11] |f:0.1,3.4|. Procedure: At room temperature, first 14.0 g (125 mmol) of potassium t-butoxide and then, after 30 minutes, 23.3 g (100 mmol) of methyl 2,4-dichloro-3-formylbenzoate in 200 ml of tetrahydrofuran were added to 53.2 g (150 mmol) of (2-oxopropyl)triphenylphosphonium chloride in 300 ml of tetrahydrofuran. The mixture was stirred at room temperature for 4.5 hours and 400 ml of water were then added, the organic phase was separated off and the aqueous phase was extracted with methyl t-butyl ether. The combined o... Reactants: C(C1=CC=CC=C1)N1CCN(CC1)C=1N=CC2=C(N1)CCN(C2=O)CC (2-(4-benzylpiperazino)-6-ethyl-5-oxo-5,6,7,8-tetrahydropyrido[4,3-d]pyrimidine), resultant mixture, [H][H] (hydrogen). Reagents/catalysts: [Pd] (Pd-C). Solvent: C(C)O (ethanol). Product: C(C)N1C(C2=C(N=C(N=C2)N2CCNCC2)CC1)=O (6-ethyl-5-oxo-2-piperazino-5,6,7,8-tetrahydropyrido[4,3-d]pyrimidine). Isolated yield 96.1%. As a reaction SMILES: C([N:8]1[CH2:13][CH2:12][N:11]([C:14]2[N:15]=[CH:16][C:17]3[C:23](=[O:24])[N:22]([CH2:25][CH3:26])[CH2:21][CH2:20][C:18]=3[N:19]=2)[CH2:10][CH2:9]1)C1C=CC=CC=1.[H][H]>C(O)C.[Pd]>[CH2:25]([N:22]1[CH2:21][CH2:20][C:18]2[N:19]=[C:14]([N:11]3[CH2:12][CH2:13][NH:8][CH2:9][CH2:10]3)[N:15]=[CH:16][C:17]=2[C:23]1=[O:24])[CH3:26]. Reported procedure: Dissolved in 20 ml of ethanol was 0.70 g of 2-(4-benzylpiperazino)-6-ethyl-5-oxo-5,6,7,8-tetrahydropyrido[4,3-d]pyrimidine (Referential Example 38), followed by an addition of 10% Pd-C. The resultant mixture was stirred at 60° C. for 4 hours in a hydrogen atmosphere. After allowing the reaction mixture to cool down, the catalyst was filtered off and the filtrate was concentrated to obtained 0.50 g of 6-ethyl-5-oxo-2-piperazino-5,6,7,8-tetrahydropyrido[4,3-d]pyrimidine as crystals (yield: 96%). T...